From a dataset of the Open Reaction Database (ORD), a public repository of structured organic reaction records. describe an organic reaction: reactants, conditions, products, and yield The reactants are NC1=CC(=C(OC2=CC(=NC=C2)NC(=O)N2CCN(CC2)CCN2CCC2)C=C1)F (4-[2-(azetidin-1-yl)ethyl]piperazine-1-carboxylic acid [4-(4-amino-2-fluorophenoxy)pyridin-2-yl]amide), C1(=CC=CC=C1)CC(=O)N=C=O (2-phenylacetyl isocyanate). Run in CN(C=O)C (N,N-dimethylformamide), CCCCCC (hexane), C(C)OCC (diethyl ether), CCCCCC (hexane). Conditions: time 1 hour. Yields the product FC1=C(OC2=CC(=NC=C2)NC(=O)N2CCN(CC2)CCN2CCC2)C=CC(=C1)NC(=O)NC(CC1=CC=CC=C1)=O (4-[2-(Azetidin-1-yl)ethyl]piperazine-1-carboxylic acid {4-[2-fluoro-4-(3-phenylacetylureido)phenoxy]pyridin-2-yl}amide). Yield: 64.0%. As a reaction SMILES: [NH2:1][C:2]1[CH:29]=[CH:28][C:5]([O:6][C:7]2[CH:12]=[CH:11][N:10]=[C:9]([NH:13][C:14]([N:16]3[CH2:21][CH2:20][N:19]([CH2:22][CH2:23][N:24]4[CH2:27][CH2:26][CH2:25]4)[CH2:18][CH2:17]3)=[O:15])[CH:8]=2)=[C:4]([F:30])[CH:3]=1.[C:31]1([CH2:37][C:38]([N:40]=[C:41]=[O:42])=[O:39])[CH:36]=[CH:35][CH:34]=[CH:33][CH:32]=1>CN(C)C=O.CCCCCC.C(OCC)C>[F:30][C:4]1[CH:3]=[C:2]([NH:1][C:41]([NH:40][C:38](=[O:39])[CH2:37][C:31]2[CH:32]=[CH:33][CH:34]=[CH:35][CH:36]=2)=[O:42])[CH:29]=[CH:28][C:5]=1[O:6][C:7]1[CH:12]=[CH:11][N:10]=[C:9]([NH:13][C:14]([N:16]2[CH2:21][CH2:20][N:19]([CH2:22][CH2:23][N:24]3[CH2:27][CH2:26][CH2:25]3)[CH2:18][CH2:17]2)=[O:15])[CH:8]=1. Procedure: To a solution of 4-[2-(azetidin-1-yl)ethyl]piperazine-1-carboxylic acid [4-(4-amino-2-fluorophenoxy)pyridin-2-yl]amide (71 mg) in N,N-dimethylformamide (2 ml) was added a solution of 0.25 M 2-phenylacetyl isocyanate in hexane (2.05 ml) under a nitrogen atmosphere, followed by stirring for 1 hr. The reaction mixture was partitioned between ethyl acetate (100 ml) and a saturated aqueous solution of sodium hydrogencarbonate (50 ml). The organic layer was washed with a saturated aqueous solution of ... The reactants are C([C@@H](O)[C@@H](O)[C@H](O)[C@H](O)CO)O (D-mannitol), 5,6 - tri - O - (p-vinylphenylboronate), C(C)#N (acetonitrile), COC(C(=C)C)=O (methylmethacrylate), azoisobutyronitrile. The solvent is CO.O (methanol water). Yields the product C([C@@H](O)[C@@H](O)[C@H](O)[C@H](O)CO)O (mannitol), OC[C@H](O)[C@@H](O)[C@H](O)[C@H](O)CO (sorbitol), C([C@H]([C@@H]([C@@H]([C@H](CO)O)O)O)O)O (dulcitol). RXN SMILES: C(#N)C.COC(=O)C(C)=C.[CH2:11]([OH:22])[C@H:12]([C@H:14]([C@@H:16]([C@@H:18]([CH2:20][OH:21])[OH:19])[OH:17])[OH:15])[OH:13]>CO.O>[CH2:20]([OH:21])[C@H:18]([C@H:16]([C@@H:14]([C@@H:12]([CH2:11][OH:22])[OH:13])[OH:15])[OH:17])[OH:19].[OH:21][CH2:20][C@@H:18]([C@H:16]([C@@H:14]([C@@H:12]([CH2:11][OH:22])[OH:13])[OH:15])[OH:17])[OH:19].[CH2:11]([OH:22])[C@@H:12]([OH:13])[C@H:14]([OH:15])[C@H:16]([OH:17])[C@@H:18]([OH:19])[CH2:20][OH:21] |f:3.4|. Reported procedure: 3,4; 5,6 - tri - O - (p-vinylphenylboronate), 12 ml acetonitrile, 4 ml methylmethacrylate 5.3 ml glycoldimethacrylate, and 75 mg azoisobutyronitrile (A I B N) are polymerized as described in example 1. The D-mannitol of the produced polymer is dissolved by treating the polymer in a column at 50° with a mixture of methanol/water 1:1. After eluting with 2 l of solvent during 24 hours more than 80 per cent of D-mannitol are removed from the polymer. The polymer shows a good resolving power for the ...